This data is from the Open Reaction Database (ORD), a public repository of structured organic reaction records. The task is: describe an organic reaction: reactants, conditions, products, and yield Starting materials: FC1=CC=C(C(=O)C2CCN(CC2)CCN(C(C2=CC(=CC=C2)OC)=O)C2=C(C=CC=C2)OC)C=C1 (N-{2-[4-(4-fluorobenzoyl)piperidino]ethyl}-3-methoxy-N-(2-methoxyphenyl)benzamide), C(C(=O)O)(=O)O (oxalic acid). Solvent: CO (methanol). Run at time 5 minute. The product is C(C(=O)O)(=O)O.FC1=CC=C(C(=O)C2CCN(CC2)CCN(C(C2=CC(=CC=C2)OC)=O)C2=C(C=CC=C2)OC)C=C1 (N-{2-[4-(4-Fluorobenzoyl)piperidino]ethyl}-3-methoxy-N-(2-methoxyphenyl)benzamide oxalate). The yield is 79.0%. Reaction SMILES: [F:1][C:2]1[CH:36]=[CH:35][C:5]([C:6]([CH:8]2[CH2:13][CH2:12][N:11]([CH2:14][CH2:15][N:16]([C:27]3[CH:32]=[CH:31][CH:30]=[CH:29][C:28]=3[O:33][CH3:34])[C:17](=[O:26])[C:18]3[CH:23]=[CH:22][CH:21]=[C:20]([O:24][CH3:25])[CH:19]=3)[CH2:10][CH2:9]2)=[O:7])=[CH:4][CH:3]=1.[C:37]([OH:42])(=[O:41])[C:38]([OH:40])=[O:39]>CO>[C:37]([OH:42])(=[O:41])[C:38]([OH:40])=[O:39].[F:1][C:2]1[CH:3]=[CH:4][C:5]([C:6]([CH:8]2[CH2:9][CH2:10][N:11]([CH2:14][CH2:15][N:16]([C:27]3[CH:32]=[CH:31][CH:30]=[CH:29][C:28]=3[O:33][CH3:34])[C:17](=[O:26])[C:18]3[CH:23]=[CH:22][CH:21]=[C:20]([O:24][CH3:25])[CH:19]=3)[CH2:12][CH2:13]2)=[O:7])=[CH:35][CH:36]=1 |f:3.4|. Procedure: N-{2-[4-(4-fluorobenzoyl)piperidino]ethyl}-3-methoxy-N-(2-methoxyphenyl)benzamide (107 mg, 0.218 mmol) was dissolved in methanol (10 ml) to which was subsequently added oxalic acid (19.7 mg, 0.218 mmol). After 5 minutes of stirring at room temperature, methanol was removed by evaporation, and the resulting residue was solidified in ether (5 ml) and collected by filtration to obtain 100 mg (79.2%) of the title compound in a colorless powder form. Reagents/catalysts: C=1C=CC(=CC1)[P](C=2C=CC=CC2)(C=3C=CC=CC3)[Pd]([P](C=4C=CC=CC4)(C=5C=CC=CC5)C=6C=CC=CC6)([P](C=7C=CC=CC7)(C=8C=CC=CC8)C=9C=CC=CC9)[P](C=1C=CC=CC1)(C=1C=CC=CC1)C=1C=CC=CC1 (Tetrakis(triphenylphosphine)palladium(0)). Reactants: IC1=C2C(N(C(N(C2=CC=C1)C)=O)C)=O (5-Iodo-1,3-dimethyl-1,2,3,4-tetrahydro-2,4-quinazolinedione), intermediate, [F-].[Cs+] (cesium fluoride), C(C=C)B1OC(C)(C)C(C)(C)O1 (allylboronic acid pinacol ester). Conditions: temperature 100 celsius, time 20 hour. Run in O1CCOCC1 (1,4-dioxane), O (water). Product: C(C=C)C1=C2C(N(C(N(C2=CC=C1)C)=O)C)=O (5-Allyl-1,3-dimethyl-1,2,3,4-tetrahydro-2,4-quinazolinedione). Procedure: To a stirred solution of Step 4 intermediate (40 g, 126 mmol) in 1,4-dioxane (1.3 lit) was added cesium fluoride (38.3 g, 252 mmol) and allylboronic acid pinacol ester (42.5 ml, 225 mmol) under nitrogen atmosphere and the mixture was degassed for 10 min. Tetrakis(triphenylphosphine)palladium(0) (14.46 g, 12 mmol) catalyst was added and the mixture was stirred at 100° C. for 20 h under nitrogen atmosphere. The mixture was diluted with water (500 ml) and extracted with ethyl acetate (3×500 ml). Th... Reaction SMILES: I[C:2]1[CH:11]=[CH:10][CH:9]=[C:8]2[C:3]=1[C:4](=[O:15])[N:5]([CH3:14])[C:6](=[O:13])[N:7]2[CH3:12].[F-].[Cs+].[CH2:18](B1OC(C)(C)C(C)(C)O1)[CH:19]=[CH2:20]>O1CCOCC1.O.C1C=CC([P]([Pd]([P](C2C=CC=CC=2)(C2C=CC=CC=2)C2C=CC=CC=2)([P](C2C=CC=CC=2)(C2C=CC=CC=2)C2C=CC=CC=2)[P](C2C=CC=CC=2)(C2C=CC=CC=2)C2C=CC=CC=2)(C2C=CC=CC=2)C2C=CC=CC=2)=CC=1>[CH2:20]([C:2]1[CH:11]=[CH:10][CH:9]=[C:8]2[C:3]=1[C:4](=[O:15])[N:5]([CH3:14])[C:6](=[O:13])[N:7]2[CH3:12])[CH:19]=[CH2:18] |f:1.2,^1:40,42,61,80|. The reactants are C([O-])([O-])=O.[Na+].[Na+] (sodium carbonate), Cl.Cl.NC=1C=C(C=CC1)NC(=N)N1CCCC1 (N-(3-aminophenyl)-1-pyrrolidinecarboximidamide dihydrochloride), ClC1=CC=C(C(=O)Cl)C=C1 (4chlorobenzoyl chloride). The solvent is O (water), O1CCCC1 (tetrahydrofuran). Conditions: temperature 0 celsius, time 65 hour. Yields the product Cl.ClC1=CC=C(C=C1)C(=O)NC=1C=C(C=CC1)NC(=N)N1CCCC1 (N-(3-(((4-chlorophenyl)carbonyl)amino)phenyl)-1-pyrrolidinecarboximidamide monohydrochloride). RXN SMILES: Cl.Cl.[NH2:3][C:4]1[CH:5]=[C:6]([NH:10][C:11]([N:13]2[CH2:17][CH2:16][CH2:15][CH2:14]2)=[NH:12])[CH:7]=[CH:8][CH:9]=1.C(=O)([O-])[O-].[Na+].[Na+].[Cl:24][C:25]1[CH:33]=[CH:32][C:28]([C:29](Cl)=[O:30])=[CH:27][CH:26]=1>O.O1CCCC1>[ClH:24].[Cl:24][C:25]1[CH:33]=[CH:32][C:28]([C:29]([NH:3][C:4]2[CH:5]=[C:6]([NH:10][C:11]([N:13]3[CH2:17][CH2:16][CH2:15][CH2:14]3)=[NH:12])[CH:7]=[CH:8][CH:9]=2)=[O:30])=[CH:27][CH:26]=1 |f:0.1.2,3.4.5,9.10|. Procedure details: A solution of the product of Example 1, step (b), 1.38 g, 0.0050 moles, was dissolved in 20 ml of water. The solution was gradually treated with sodium carbonate, 0.84 g, 0.0100 moles, and cooled to 0° C. A solution of 4chlorobenzoyl chloride, 0.96 g, 0.0053 moles, in 10 ml of tetrahydrofuran was added. A white solid developed after stirring for 65 hours, and was filtered. The filtered product was then taken up in 20 ml of isopropanol and 1 ml of concentrated hydrochloric acid was added. The mix... Starting materials: C1CCOC1, O=C(COc1ccccc1)NC(c1cccc([N+](=O)[O-])c1)c1cc(Cl)c2cccnc2c1O. The product is Nc1cccc(C(NC(=O)COc2ccccc2)c2cc(Cl)c3cccnc3c2O)c1. Reaction SMILES: [CH2:34]1[O:35][CH2:36][CH2:37][CH2:38]1.[N+:1]([O-:2])(=[O:3])[c:4]1[cH:5][c:6]([CH:10]([NH:11][C:12]([CH2:13][O:14][c:15]2[cH:16][cH:17][cH:18][cH:19][cH:20]2)=[O:21])[c:22]2[cH:23][c:24]([Cl:33])[c:25]3[cH:26][cH:27][cH:28][n:29][c:30]3[c:31]2[OH:32])[cH:7][cH:8][cH:9]1>>[NH2:1][c:4]1[cH:5][c:6]([CH:10]([NH:11][C:12]([CH2:13][O:14][c:15]2[cH:16][cH:17][cH:18][cH:19][cH:20]2)=[O:21])[c:22]2[cH:23][c:24]([Cl:33])[c:25]3[cH:26][cH:27][cH:28][n:29][c:30]3[c:31]2[OH:32])[cH:7][cH:8][cH:9]1. Procedure: 30 ml of tetrahydrofuran was added to 2.00 g of N-t-butoxycarbonyl-4-acetylaniline, and 8.8 ml of a 1.7M t-butyl lithium·pentane solution was added thereto under an argon stream at -78° C. Then, 1.41 g of 1-benzyl-4-piperidone was dissolved in 20 ml of tetrahydrofuran, and the solution was added dropwise. After stirring for 2 hours, a saturated ammonium chloride aqueous solution was added to the reaction mixture, and the mixture was extracted with ethyl acetate and dried over anhydrous sodium su... Run in O1CCCC1 (tetrahydrofuran), O1CCCC1 (tetrahydrofuran). Run at time 2 hour. Reaction SMILES: [C:1]([O:5][C:6]([NH:8][C:9]1[CH:14]=[CH:13][C:12]([C:15](=[O:17])[CH3:16])=[CH:11][CH:10]=1)=[O:7])([CH3:4])([CH3:3])[CH3:2].C([Li])(C)(C)C.CCCCC.[CH2:28]([N:35]1[CH2:40][CH2:39][C:38](=[O:41])[CH2:37][CH2:36]1)[C:29]1[CH:34]=[CH:33][CH:32]=[CH:31][CH:30]=1.[Cl-].[NH4+]>O1CCCC1>[C:1]([O:5][C:6]([NH:8][C:9]1[CH:10]=[CH:11][C:12]([C:15](=[O:17])[CH2:16][C:38]2([OH:41])[CH2:39][CH2:40][N:35]([CH2:28][C:29]3[CH:34]=[CH:33][CH:32]=[CH:31][CH:30]=3)[CH2:36][CH2:37]2)=[CH:13][CH:14]=1)=[O:7])([CH3:4])([CH3:2])[CH3:3] |f:1.2,4.5|. Starting materials: [Cl-].[NH4+] (ammonium chloride), C(C1=CC=CC=C1)N1CCC(CC1)=O (1-benzyl-4-piperidone), C(C)(C)(C)OC(=O)NC1=CC=C(C=C1)C(C)=O (N-t-butoxycarbonyl-4-acetylaniline), C(C)(C)(C)[Li].CCCCC (t-butyl lithium·pentane). Product: C(C)(C)(C)OC(=O)NC1=CC=C(C=C1)C(CC1(CCN(CC1)CC1=CC=CC=C1)O)=O (N-t-butoxycarbonyl-4-[(1-benzyl-4-hydroxypiperidin-4-yl)acetyl]aniline). The yield is 65.4%.